Task: describe an organic reaction: reactants, conditions, products, and yield. Dataset: the Open Reaction Database (ORD), a public repository of structured organic reaction records Starting materials: CC=1N=CSC1 (4-methylthiazole), C(C)(=O)C=1SC=CC1 (2-acetylthiophene). The product is CC=1N=CSC1C(C)(O)C=1SC=CC1 (1-(4-Methyl-5-thiazolyl)-1-(2-thienyl)ethanol). As a reaction SMILES: [CH3:1][C:2]1[N:3]=[CH:4][S:5][CH:6]=1.[C:7]([C:10]1[S:11][CH:12]=[CH:13][CH:14]=1)(=[O:9])[CH3:8]>>[CH3:1][C:2]1[N:3]=[CH:4][S:5][C:6]=1[C:7]([C:10]1[S:11][CH:12]=[CH:13][CH:14]=1)([OH:9])[CH3:8]. Procedure: Starting with 4-methylthiazole and 2-acetylthiophene and following the general method of Example 15 the title compound was prepared. M.p. 146.5°-147.5° C. Reactants: FC=1C=C2CCNC2=CC1 (5-fluoroindoline), ClS(=O)(=O)C=1C=C2CC(NC2=CC1)=O (5-chlorosulfonyl-2-oxindole), N1=CC=CC=C1 (pyridine). Run in ClCCl (dichloromethane). Reaction conditions: time 8 hour. The product is FC=1C=C2CCN(C2=CC1)S(=O)(=O)C=1C=C2CC(NC2=CC1)=O (5-(5-fluoro-2,3-dihydro-indole-1-sulfonyl)-1,3-dihydro-indol-2-one). Isolated yield 68.0%. RXN SMILES: [F:1][C:2]1[CH:3]=[C:4]2[C:8](=[CH:9][CH:10]=1)[NH:7][CH2:6][CH2:5]2.Cl[S:12]([C:15]1[CH:16]=[C:17]2[C:21](=[CH:22][CH:23]=1)[NH:20][C:19](=[O:24])[CH2:18]2)(=[O:14])=[O:13].N1C=CC=CC=1>ClCCl>[F:1][C:2]1[CH:3]=[C:4]2[C:8](=[CH:9][CH:10]=1)[N:7]([S:12]([C:15]1[CH:16]=[C:17]3[C:21](=[CH:22][CH:23]=1)[NH:20][C:19](=[O:24])[CH2:18]3)(=[O:13])=[O:14])[CH2:6][CH2:5]2. Procedure: A mixture of 5-fluoroindoline from above, 5-chlorosulfonyl-2-oxindole (6.1 g, 1.2 equivalent) and pyridine (7.1 mL) in dichloromethane (40 mL) was stirred at room temperature overnight. The reaction was concentrated and the residue was recrystallized from methanol to give 5 g (68% yield) of 5-(5-fluoro-2,3-dihydro-indole-1-sulfonyl)-1,3-dihydro-indol-2-one as a pink-colored solid. 1H-NMR (360 MHz, dimethylsulfoxide-d6) δ 10.75 (br s, 1H, NH), 7.60 (m, 2H), 7.60 (dd, 1H), 7.02 (m, 2H), 6.90 (d, 1... Reactants: C1CCOC1, CCN(C(C)C)C(C)C, Clc1nc(Cl)nc(Cl)n1, NC1CCc2ccccc21, O. Reaction SMILES: [CH2:30]1[O:31][CH2:32][CH2:33][CH2:34]1.[CH:20]([N:21]([CH2:22][CH3:23])[CH:24]([CH3:25])[CH3:26])([CH3:27])[CH3:28].[Cl:1][c:2]1[n:3][c:4]([Cl:5])[n:6][c:7]([Cl:8])[n:9]1.[NH2:10][CH:11]1[CH2:12][CH2:13][c:14]2[cH:15][cH:16][cH:17][cH:18][c:19]21.[OH2:29]>>[c:2]1([NH:10][CH:11]2[CH2:12][CH2:13][c:14]3[cH:15][cH:16][cH:17][cH:18][c:19]32)[n:3][c:4]([Cl:5])[n:6][c:7]([Cl:8])[n:9]1. Product: Clc1nc(Cl)nc(NC2CCc3ccccc32)n1. The reactants are O (Water), ClC=1C(=CC(=C(C1)S(=O)(=O)N(C=1SC=NN1)CC1=C(C=C(C=C1)OC)OC)F)F (5-chloro-N-(2,4-dimethoxybenzyl)-2,4-difluoro-N-(1,3,4-thiadiazol-2-yl)benzenesulfonamide), C([O-])([O-])=O.[K+].[K+] (potassium carbonate), ClC1=C(C=C(C(=C1)O)C1=CN=NC=C1)C1=CC(=CC=C1)F (2-Chloro-3′-fluoro-5-(pyridazin-4-yl)biphenyl-4-ol). Run in C(C)(=O)OCC (ethyl acetate), CS(=O)C (dimethylsulfoxide). Run at time 18 hour. Product: ClC=1C(=CC(=C(C1)S(=O)(=O)N(C=1SC=NN1)CC1=C(C=C(C=C1)OC)OC)F)OC1=CC(=C(C=C1C1=CN=NC=C1)C1=CC(=CC=C1)F)Cl (5-Chloro-4-(2-chloro-3′-fluoro-5-(pyridazin-4-yl)biphenyl-4-yloxy)-N-(2,4-dimethoxybenzyl)-2-fluoro-N-(1,3,4-thiadiazol-2-yl)benzenesulfonamide). The yield is 67.3%. As a reaction SMILES: [Cl:1][C:2]1[CH:7]=[C:6]([OH:8])[C:5]([C:9]2[CH:14]=[CH:13][N:12]=[N:11][CH:10]=2)=[CH:4][C:3]=1[C:15]1[CH:20]=[CH:19][CH:18]=[C:17]([F:21])[CH:16]=1.[Cl:22][C:23]1[C:24](F)=[CH:25][C:26]([F:49])=[C:27]([S:29]([N:32]([CH2:38][C:39]2[CH:44]=[CH:43][C:42]([O:45][CH3:46])=[CH:41][C:40]=2[O:47][CH3:48])[C:33]2[S:34][CH:35]=[N:36][N:37]=2)(=[O:31])=[O:30])[CH:28]=1.C(=O)([O-])[O-].[K+].[K+].O>CS(C)=O.C(OCC)(=O)C>[Cl:22][C:23]1[C:24]([O:8][C:6]2[C:5]([C:9]3[CH:14]=[CH:13][N:12]=[N:11][CH:10]=3)=[CH:4][C:3]([C:15]3[CH:20]=[CH:19][CH:18]=[C:17]([F:21])[CH:16]=3)=[C:2]([Cl:1])[CH:7]=2)=[CH:25][C:26]([F:49])=[C:27]([S:29]([N:32]([CH2:38][C:39]2[CH:44]=[CH:43][C:42]([O:45][CH3:46])=[CH:41][C:40]=2[O:47][CH3:48])[C:33]2[S:34][CH:35]=[N:36][N:37]=2)(=[O:30])=[O:31])[CH:28]=1 |f:2.3.4|. Procedure details: 2-Chloro-3′-fluoro-5-(pyridazin-4-yl)biphenyl-4-ol (Preparation 67, 98 mg, 0.33 mmol) was dissolved in dimethylsulfoxide (2 mL) and 5-chloro-N-(2,4-dimethoxybenzyl)-2,4-difluoro-N-(1,3,4-thiadiazol-2-yl)benzenesulfonamide (Preparation 16, 181 mg, 0.39 mmol) and potassium carbonate (135 mg, 0.98 mmol) were added. The reaction was stirred at room temperature for 18 hours. Water (10 mL) and ethyl acetate (15 mL) were added and the two layers were separated. The aqueous phase was extracted with ethy... The reactants are C#CCC(NC(=O)c1ccccc1)C(=O)O, CC(=O)OC(C)=O, O, c1ccncc1. The product is C#CCC(NC(=O)c1ccccc1)C(C)=O. Reaction SMILES: [C:8]([c:9]1[cH:10][cH:11][cH:12][cH:13][cH:14]1)(=[O:15])[NH:16][CH:17]([C:18]([OH:19])=[O:20])[CH2:21][C:22]#[CH:23].[CH3:1][C:2]([O:3][C:5]([CH3:6])=[O:7])=[O:4].[OH2:30].[cH:24]1[cH:25][cH:26][n:27][cH:28][cH:29]1>>[C:5]([CH3:6])(=[O:7])[CH:17]([NH:16][C:8]([c:9]1[cH:10][cH:11][cH:12][cH:13][cH:14]1)=[O:15])[CH2:21][C:22]#[CH:23].